This data is from the Open Reaction Database (ORD), a public repository of structured organic reaction records. The task is: describe an organic reaction: reactants, conditions, products, and yield Reaction SMILES: [CH3:13][O:14][c:15]1[cH:16][cH:17][c:18]([CH2:19][C:20]([OH:21])=[O:22])[cH:23][cH:24]1.[CH3:2][N:3]([CH3:4])[CH2:5][CH2:6][CH2:7][N:8]=[C:9]=[N:10][CH2:11][CH3:12].[CH3:37][NH2:38].[ClH:1].[O:39]1[CH2:40][CH2:41][CH2:42][CH2:43]1.[OH2:25].[OH:26][N:27]1[c:28]2[cH:29][cH:30][cH:31][cH:32][c:33]2[CH:34]=[N:35][NH:36]1>>[CH3:2][NH:3][C:20]([CH2:19][c:18]1[cH:17][cH:16][c:15]([O:14][CH3:13])[cH:24][cH:23]1)=[O:21]. The product is CNC(=O)Cc1ccc(OC)cc1. Starting materials: COc1ccc(CC(=O)O)cc1, CCN=C=NCCCN(C)C, CN, Cl, C1CCOC1, O, ON1NN=Cc2ccccc21. The reactants are CC=1C=C(C=CC1C)CC#N (3,4-Dimethylphenylacetonitrile), Cl.NO (hydroxylamine hydrochloride), C[O-].[Na+].CO (sodium methoxide methanol). Run in CO (methanol). Conditions: time 16 hour. Product: ON=C(CC1=CC(=C(C=C1)C)C)N (N'-Hydroxy-2-(3,4-dimethylphenyl)ethanimidamide). Yield: 92.7%. Reaction SMILES: [CH3:1][C:2]1[CH:3]=[C:4]([CH2:9][C:10]#[N:11])[CH:5]=[CH:6][C:7]=1[CH3:8].Cl.[NH2:13][OH:14].C[O-].[Na+].CO>CO>[OH:14][N:13]=[C:10]([NH2:11])[CH2:9][C:4]1[CH:5]=[CH:6][C:7]([CH3:8])=[C:2]([CH3:1])[CH:3]=1 |f:1.2,3.4.5|. Reported procedure: 3,4-Dimethylphenylacetonitrile (10 g, 0.069 mol) was added to a mixture of hydroxylamine hydrochloride (9.57 g, 0.14 mol), methanol (100 mL) and 25% sodium methoxide/methanol (31.5 mL, 0.14 mol) at room temperature. After stirring for 16 hours at room temperature, the reaction mixture was concentrated in vacuo. The resultant oil was partitioned between methylene chloride and water. The organic phase was separated, washed with water, dried over magnesium sulfate and concentrated in vacuo to yield... Reactants: BrCCCC=C (5-bromopentene), C1(CC1)N (cyclopropylamine). Solvent: CO (methanol), CO (methanol). Conditions: time 72 hour. The product is C(CCC=C)NC1CC1 (N-(pent-4-enyl)cyclopropanamine). Isolated yield 60.3%. Reaction SMILES: Br[CH2:2][CH2:3][CH2:4][CH:5]=[CH2:6].[CH:7]1([NH2:10])[CH2:9][CH2:8]1>CO>[CH2:2]([NH:10][CH:7]1[CH2:9][CH2:8]1)[CH2:3][CH2:4][CH:5]=[CH2:6]. Procedure: Using an addition funnel, a solution of 5-bromopentene (15.75 g, 106 mmol) in 50 mL of methanol was added over the course of 5 min to a solution of cyclopropylamine (20.6 g, 361 mmol) in 200 mL of methanol. This solution was allowed to stir at rt for 72 h at which time is was refluxed for 1 h. The methanol and excess cyclopropylamine were removed by distillation. The residue, hydrobromide salt of the product, was partitioned between ether and 4 N NaOH. The aqueous phase was washed with ether (2×... The reactants are C=CC(=O)OC, CC(=O)[O-], CC(=O)[O-], CC(=O)Nc1ccc(Cl)cc1I, CCOCCO, CC(=O)[O-], [K+], O, [Pd+2], c1ccc(P(c2ccccc2)c2ccccc2)cc1. The product is COC(=O)C=Cc1cc(Cl)ccc1NC(C)=O. Reaction SMILES: [C:24]([CH:25]=[CH2:26])(=[O:27])[O:28][CH3:29].[C:49]([O-:50])(=[O:51])[CH3:52].[C:54]([O-:55])(=[O:56])[CH3:57].[C:7]([CH3:8])(=[O:9])[NH:10][c:11]1[c:12]([I:18])[cH:13][c:14]([Cl:17])[cH:15][cH:16]1.[CH2:1]([O:2][CH2:3][CH2:4][OH:5])[CH3:6].[CH3:20][C:21](=[O:22])[O-:23].[K+:19].[OH2:58].[Pd+2:53].[c:30]1([P:31]([c:32]2[cH:33][cH:34][cH:35][cH:36][cH:37]2)[c:38]2[cH:39][cH:40][cH:41][cH:42][cH:43]2)[cH:44][cH:45][cH:46][cH:47][cH:48]1>>[C:7]([CH3:8])(=[O:9])[NH:10][c:11]1[c:12]([CH:26]=[CH:25][C:24](=[O:27])[O:28][CH3:29])[cH:13][c:14]([Cl:17])[cH:15][cH:16]1.